This data is from the Open Reaction Database (ORD), a public repository of structured organic reaction records. The task is: describe an organic reaction: reactants, conditions, products, and yield Reactants: BrC1=CC=2C3=C(COC2C=C1)C=C(S3)C(=O)N(C)C3=C(C=C(C=C3)F)F (8-bromo-N-(2,4-difluorophenyl)-N-methyl-4H-thieno[3,2-c]chromene-2-carboxamide), N1CCOCC1 (morpholine). Yields the product FC1=C(C=CC(=C1)F)N(C(=O)C1=CC=2COC=3C=CC(=CC3C2S1)N1CCOCC1)C (N-(2,4-difluorophenyl)-N-methyl-8-morpholino-4H-thieno[3,2-c]chromene-2-carboxamide). Reaction SMILES: Br[C:2]1[CH:11]=[CH:10][C:9]2[O:8][CH2:7][C:6]3[CH:12]=[C:13]([C:15]([N:17]([C:19]4[CH:24]=[CH:23][C:22]([F:25])=[CH:21][C:20]=4[F:26])[CH3:18])=[O:16])[S:14][C:5]=3[C:4]=2[CH:3]=1.[NH:27]1[CH2:32][CH2:31][O:30][CH2:29][CH2:28]1>>[F:26][C:20]1[CH:21]=[C:22]([F:25])[CH:23]=[CH:24][C:19]=1[N:17]([CH3:18])[C:15]([C:13]1[S:14][C:5]2[C:4]3[CH:3]=[C:2]([N:27]4[CH2:32][CH2:31][O:30][CH2:29][CH2:28]4)[CH:11]=[CH:10][C:9]=3[O:8][CH2:7][C:6]=2[CH:12]=1)=[O:16]. Procedure: Following Example 70 and General Procedure D, 8-bromo-N-(2,4-difluorophenyl)-N-methyl-4H-thieno[3,2-c]chromene-2-carboxamide 160bp and morpholine were reacted to give 129bp. 1H NMR (400 MHz, CDCl3) δ: 7.27 (m, 1H), 7.11-7.14 (m, 2H), 6.90-6.98 (m, 3H), 6.75 (s, 1H), 5.09 (s, 2H), 4.04 (m, 2H), 3.38 (s, 3H), 3.32 (m, 2H). LCMS (ESI) m/z: 442.9 The reactants are [Si](C)(C)(C(C)(C)C)OCC(=O)OCC (ethyl t-butyldimethylsilyloxyacetate), [H-].C(C)(C)[Al+]C(C)C (diisopropylaluminum hydride), S(=O)(=O)([O-])[O-].[Na+].[Na+] (sodium sulfate), CO (methanol). Run in C(Cl)Cl (methylene chloride), C(Cl)Cl (methylene chloride), CCOCC (ether), [Cl-].[Na+].O (brine). Run at temperature -78 celsius, time 0.5 hour. Yields the product [Si](C)(C)(C(C)(C)C)OCC=O (t-butyldimethylsilyloxyacetaldehyde). Reaction SMILES: [Si:1]([O:8][CH2:9][C:10](OCC)=[O:11])([C:4]([CH3:7])([CH3:6])[CH3:5])([CH3:3])[CH3:2].[H-].C([Al+]C(C)C)(C)C.CO.S([O-])([O-])(=O)=O.[Na+].[Na+]>C(Cl)Cl.CCOCC.[Cl-].[Na+].O>[Si:1]([O:8][CH2:9][CH:10]=[O:11])([C:4]([CH3:7])([CH3:6])[CH3:5])([CH3:3])[CH3:2] |f:1.2,4.5.6,9.10.11|. Reported procedure: To a solution of 32.7g (0.15 mole) of ethyl t-butyldimethylsilyloxyacetate in 924 ml of methylene chloride a solution of 1M diisopropylaluminum hydride in methylene chloride is added dropwise with stirring at -78° C. over a period of 1/2 h. The mixture is stirred for 45 min and 100 ml of methanol is added dropwise. The mixture is diluted with 3 l of ether, 100 ml of brine and 70 g of sodium sulfate are added and the mixture is stirred at room temperature for 15 h. The solids are filtered, the fi...